Dataset: the Open Reaction Database (ORD), a public repository of structured organic reaction records. Task: describe an organic reaction: reactants, conditions, products, and yield The reactants are ClC1=CC=C2C=CN=CC2=C1Cl (7,8-Dichloroisoquinoline), CS(=O)C (dimethylsulfoxide), CS(=O)C (dimethylsulfoxide), [H-].[Na+] (sodium hydride). Run in O (water), O (water). Run at temperature 70 celsius, time 4 hour. The product is ClC1=CC=C2C=CN=C(C2=C1Cl)C (7,8-dichloro-1-methylisoquinoline). Reaction SMILES: [Cl:1][C:2]1[C:11]([Cl:12])=[C:10]2[C:5]([CH:6]=[CH:7][N:8]=[CH:9]2)=[CH:4][CH:3]=1.[CH3:13]S(C)=O.[H-].[Na+]>O>[Cl:1][C:2]1[C:11]([Cl:12])=[C:10]2[C:5]([CH:6]=[CH:7][N:8]=[C:9]2[CH3:13])=[CH:4][CH:3]=1 |f:2.3|. Procedure: 7,8-Dichloroisoquinoline (0.019 mole) in 100 ml. of dimethylsulfoxide is added to a solution of sodium hydride (0.11 mole) in 100 ml. of dimethylsulfoxide at 70° C. The reaction mixture is stirred at 70° C. for 4 hours under a nitrogen atmosphere. The reaction mixture is cooled, 100 ml. of water is added, and the mixture is poured into 1500 ml. of water. The aqueous mixture is extracted with benzene. The extract is washed, dried over sodium sulfate and evaporated to give 7,8-dichloro-1-methyliso... Reactants: N1N=CC2=CC(=CC=C12)NC12CNC(CC1)CC2 (N-(1H-indazol-5-yl)-2-azabicyclo[2.2.2]octan-4-amine), COC=1C=C(C=O)C=CC1 (3-methoxybenzaldehyde). Yields the product N1N=CC2=CC(=CC=C12)NC12CN(C(CC1)CC2)CC2=CC(=CC=C2)OC (N-(1H-indazol-5-yl)-2-(3-methoxybenzyl)-2-azabicyclo[2.2.2]octan-4-amine). RXN SMILES: [NH:1]1[C:9]2[C:4](=[CH:5][C:6]([NH:10][C:11]34[CH2:18][CH2:17][CH:14]([CH2:15][CH2:16]3)[NH:13][CH2:12]4)=[CH:7][CH:8]=2)[CH:3]=[N:2]1.[CH3:19][O:20][C:21]1[CH:22]=[C:23]([CH:26]=[CH:27][CH:28]=1)[CH:24]=O>>[NH:1]1[C:9]2[C:4](=[CH:5][C:6]([NH:10][C:11]34[CH2:16][CH2:15][CH:14]([CH2:17][CH2:18]3)[N:13]([CH2:24][C:23]3[CH:26]=[CH:27][CH:28]=[C:21]([O:20][CH3:19])[CH:22]=3)[CH2:12]4)=[CH:7][CH:8]=2)[CH:3]=[N:2]1. Reported procedure: Reaction of Intermediate 26 with 3-methoxybenzaldehyde affords the title compound.